Task: describe an organic reaction: reactants, conditions, products, and yield. Dataset: the Open Reaction Database (ORD), a public repository of structured organic reaction records Reactants: Cl (hydrochloric acid), ClC=1C=C(C=C(C1)Cl)C1(CC(=NO1)C1=CC(=C(C=C1)C(CC(C)C)=O)C)C(F)(F)F (1-{4-[5-(3,5-dichloro-phenyl)-5-trifluoromethyl-4,5-dihydro-isoxazol-3-yl]-2-methyl-phenyl}-3-methyl-butan-1-one), ClC=1C=C(C=C(C1)Cl)C1(CC(=NO1)C1=CC(=C(C=C1)C(CC(C)C)=O)C)C(F)(F)F (1-{4-[5-(3,5-Dichloro-phenyl)-5-trifluoromethyl-4,5-dihydro-isoxazol-3-yl]-2-methyl-phenyl}-3-methyl-butan-1-one), Cl.NO (hydroxylamine hydrochloride). Run in CO (methanol). Run at temperature 70 celsius, time 4 hour. Yields the product ClC=1C=C(C=C(C1)Cl)C1(CC(=NO1)C1=CC(=C(C=C1)C(CC(C)C)=NO)C)C(F)(F)F (1-{4-[5-(3,5-Dichloro-phenyl)-5-trifluoromethyl-4,5-dihydro-isoxazol-3-yl]-2-methyl-phenyl}-3-methyl-butan-1-one-oxime). Isolated yield 40.0%. Reaction SMILES: [Cl:1][C:2]1[CH:3]=[C:4]([C:9]2([C:27]([F:30])([F:29])[F:28])[O:13][N:12]=[C:11]([C:14]3[CH:19]=[CH:18][C:17]([C:20](=O)[CH2:21][CH:22]([CH3:24])[CH3:23])=[C:16]([CH3:26])[CH:15]=3)[CH2:10]2)[CH:5]=[C:6]([Cl:8])[CH:7]=1.Cl.[NH2:32][OH:33].Cl>CO>[Cl:1][C:2]1[CH:3]=[C:4]([C:9]2([C:27]([F:30])([F:29])[F:28])[O:13][N:12]=[C:11]([C:14]3[CH:19]=[CH:18][C:17]([C:20](=[N:32][OH:33])[CH2:21][CH:22]([CH3:24])[CH3:23])=[C:16]([CH3:26])[CH:15]=3)[CH2:10]2)[CH:5]=[C:6]([Cl:8])[CH:7]=1 |f:1.2|. Procedure details: To a solution of 1-{4-[5-(3,5-dichloro-phenyl)-5-trifluoromethyl-4,5-dihydro-isoxazol-3-yl]-2-methyl-phenyl}-3-methyl-butan-1-one (i.e. the product of Step 2, 228 mg) in methanol (14.3 mL) was added hydroxylamine hydrochloride (38 mg) and a catalytic amount of concentrated hydrochloric acid. The mixture was stirred at 70° C. for 4 h and concentrated in vacuum. Water was added and the mixture was extracted with ethyl acetate. Combined organic layers were dried (Na2SO4) and evaporated. Flash chrom... Reactants: FC1=NC=C(C=C1F)Cl (2,3-difluoro-5-chloropyridine), C1(=CC=CC=C1)S (thiophenol). The reagents and catalysts are [Cu] (copper). Reaction conditions: temperature 185 celsius, time 1.5 hour. Product: ClC=1C=C(C(=NC1)SC1=CC=CC=C1)F (5-Chloro-3-fluoro-2-phenylthiopyridine). RXN SMILES: F[C:2]1[C:7]([F:8])=[CH:6][C:5]([Cl:9])=[CH:4][N:3]=1.[C:10]1([SH:16])[CH:15]=[CH:14][CH:13]=[CH:12][CH:11]=1>[Cu]>[Cl:9][C:5]1[CH:6]=[C:7]([F:8])[C:2]([S:16][C:10]2[CH:15]=[CH:14][CH:13]=[CH:12][CH:11]=2)=[N:3][CH:4]=1. Procedure: Starting from 93 g (0.508 mol) of 2,3-difluoro-5-chloropyridine, 58.8 g (0.5276 mol) of 98.7% pure thiophenol and 3.2 mg (0.01 mol %) of copper powder which were stirred in a pressure apparatus at 185° C. for 1.5 h and worked up by the method of Example 1, 121.5 g (99.9% of theory) of the title compound were obtained as a colorless oil. 1H-NMR (ppm, d6DMSO) 8.35 (s/1H), 8.05 (d/1H), 7.4-7.6 (m/5H). The reactants are CC(C)(C)c1cc(CCC(=O)NN)cc(C(C)(C)C)c1O, CCCCCCCCCCCCC1CC(=O)OC1=O, Cc1ccccc1, O. Yields the product CCCCCCCCCCCCC1CC(=O)N(NC(=O)CCc2cc(C(C)(C)C)c(O)c(C(C)(C)C)c2)C1=O. As a reaction SMILES: [C:20]([CH3:21])([CH3:22])([CH3:23])[c:24]1[cH:25][c:26]([CH2:35][CH2:36][C:37](=[O:38])[NH:39][NH2:40])[cH:27][c:28]([C:31]([CH3:32])([CH3:33])[CH3:34])[c:29]1[OH:30].[CH2:1]([CH2:2][CH2:3][CH2:4][CH2:5][CH2:6][CH2:7][CH2:8][CH2:9][CH2:10][CH2:11][CH3:12])[CH:13]1[C:14](=[O:15])[O:16][C:17](=[O:19])[CH2:18]1.[CH3:41][c:42]1[cH:43][cH:44][cH:45][cH:46][cH:47]1.[OH2:48]>>[CH2:1]([CH2:2][CH2:3][CH2:4][CH2:5][CH2:6][CH2:7][CH2:8][CH2:9][CH2:10][CH2:11][CH3:12])[CH:13]1[C:14](=[O:16])[N:40]([NH:39][C:37]([CH2:36][CH2:35][c:26]2[cH:25][c:24]([C:20]([CH3:21])([CH3:22])[CH3:23])[c:29]([OH:30])[c:28]([C:31]([CH3:32])([CH3:33])[CH3:34])[cH:27]2)=[O:38])[C:17](=[O:19])[CH2:18]1. Product: COC(=O)C1C2CCC(C1NS(=O)(=O)C1=CC=C(C=C1)OCC1=CC(=NC3=CC=CC=C13)C)N2C(=O)OC(C)(C)C (3-[4-(2-methyl-quinolin-4-ylmethoxy)-benzene sulfonylamino]-7-aza-bicyclo [2.2.1]heptane-2,7-dicarboxylic acid 7-tert-butyl ester-2-methyl ester). RXN SMILES: [CH3:1][O:2][C:3]([CH:5]1[CH:10]([NH2:11])[CH:9]2[N:12]([C:13]([O:15][C:16]([CH3:19])([CH3:18])[CH3:17])=[O:14])[CH:6]1[CH2:7][CH2:8]2)=[O:4].Cl.[CH3:21][C:22]1[CH:31]=[C:30]([CH2:32][O:33][C:34]2[CH:39]=[CH:38][C:37]([S:40](Cl)(=[O:42])=[O:41])=[CH:36][CH:35]=2)[C:29]2[C:24](=[CH:25][CH:26]=[CH:27][CH:28]=2)[N:23]=1.C(N(CC)C(C)C)(C)C>CN(C)C=O>[CH3:1][O:2][C:3]([CH:5]1[CH:10]([NH:11][S:40]([C:37]2[CH:38]=[CH:39][C:34]([O:33][CH2:32][C:30]3[C:29]4[C:24](=[CH:25][CH:26]=[CH:27][CH:28]=4)[N:23]=[C:22]([CH3:21])[CH:31]=3)=[CH:35][CH:36]=2)(=[O:41])=[O:42])[CH:9]2[N:12]([C:13]([O:15][C:16]([CH3:19])([CH3:18])[CH3:17])=[O:14])[CH:6]1[CH2:7][CH2:8]2)=[O:4] |f:1.2|. Reactants: COC(=O)C1C2CCC(C1N)N2C(=O)OC(C)(C)C (3-amino-7-aza-bicyclo[2.2.1]heptane-2,7-dicarboxylic acid 7-tert-butyl ester 2-methyl ester), Cl.CC1=NC2=CC=CC=C2C(=C1)COC1=CC=C(C=C1)S(=O)(=O)Cl (4-(2-methyl-quinolin-4-ylmethoxy)-benzenesulfonyl chloride hydrochloride), C(C)(C)N(C(C)C)CC (N,N-diisopropylethylamine). Yield: 23.5%. Run at temperature 25 celsius. Run in CN(C=O)C (N,N-dimethylformamide). Reported procedure: To a mixture of 3-amino-7-aza-bicyclo[2.2.1]heptane-2,7-dicarboxylic acid 7-tert-butyl ester 2-methyl ester (0.2 g, 0.87 mmol] and 4-(2-methyl-quinolin-4-ylmethoxy)-benzenesulfonyl chloride hydrochloride (0.4 g, 1.0 mmol) in N,N-dimethylformamide (DMF, 10 mL) at 0° C. was added N,N-diisopropylethylamine (0.4 mL, 2.23 mmol). The solution was allowed to warm up to 25° C. over 19 h. The DMF was removed in vacuo and the solid was partitioned between ethyl acetate (100 mL) and water (30 mL). The aque...